Dataset: the Open Reaction Database (ORD), a public repository of structured organic reaction records. Task: describe an organic reaction: reactants, conditions, products, and yield Reactants: CN(C)N, Cc1ccccc1, Cc1ccccc1C=O. Yields the product Cc1ccccc1C=NN(C)C. As a reaction SMILES: [CH3:10][N:11]([NH2:12])[CH3:13].[CH3:14][c:15]1[cH:16][cH:17][cH:18][cH:19][cH:20]1.[CH3:1][c:2]1[cH:3][cH:4][cH:5][cH:6][c:7]1[CH:8]=[O:9]>>[CH3:1][c:2]1[cH:3][cH:4][cH:5][cH:6][c:7]1[CH:8]=[N:12][N:11]([CH3:10])[CH3:13]. Reactants: COc1cc2nccc(Oc3cc4ccccc4nc3Br)c2cc1OC, O=C([O-])[O-], CN(C)C=O, [K+], [K+], OB(O)c1cccnc1. Product: COc1cc2nccc(Oc3cc4ccccc4nc3-c3cccnc3)c2cc1OC. Reaction SMILES: [Br:1][c:2]1[n:3][c:4]2[cH:5][cH:6][cH:7][cH:8][c:9]2[cH:10][c:11]1[O:12][c:13]1[cH:14][cH:15][n:16][c:17]2[cH:18][c:19]([O:25][CH3:26])[c:20]([O:23][CH3:24])[cH:21][c:22]12.[C:36](=[O:37])([O-:38])[O-:39].[CH3:42][N:43]([CH3:44])[CH:45]=[O:46].[K+:40].[K+:41].[n:27]1[cH:28][c:29]([B:33]([OH:34])[OH:35])[cH:30][cH:31][cH:32]1>>[c:2]1(-[c:29]2[cH:28][n:27][cH:32][cH:31][cH:30]2)[n:3][c:4]2[cH:5][cH:6][cH:7][cH:8][c:9]2[cH:10][c:11]1[O:12][c:13]1[cH:14][cH:15][n:16][c:17]2[cH:18][c:19]([O:25][CH3:26])[c:20]([O:23][CH3:24])[cH:21][c:22]12. Procedure details: Analogous to Example 1, the title compound was synthesized using 13.8 g of 5-ethyl-5-(4-vinylbenzyloxy) methyl-2-oxo-1,3-dioxane, 4,6 g of ethanol and 0.2 g of p-toluenesulfonic acid. As a reaction SMILES: [CH2:1]([C:3]1([CH2:10][O:11][CH2:12][C:13]2[CH:18]=[CH:17][C:16]([CH:19]=[CH2:20])=[CH:15][CH:14]=2)[CH2:8][O:7][C:6](=[O:9])[O:5][CH2:4]1)[CH3:2].[C:21]1(C)C=CC(S(O)(=O)=O)=CC=1.[CH2:32]([OH:34])C>>[CH2:1]([C:3]([CH2:10][O:11][CH2:12][C:13]1[CH:14]=[CH:15][C:16]([CH:19]=[CH2:20])=[CH:17][CH:18]=1)([CH2:8][O:7][C:6]([O:5][CH2:4][CH3:21])=[O:9])[CH2:32][OH:34])[CH3:2]. Starting materials: C(C)C1(COC(OC1)=O)COCC1=CC=C(C=C1)C=C (5-ethyl-5-(4-vinylbenzyloxy) methyl-2-oxo-1,3-dioxane), C1(=CC=C(C=C1)S(=O)(=O)O)C (p-toluenesulfonic acid), C(C)O (ethanol). Product: C(C)C(CO)(COC(=O)OCC)COCC1=CC=C(C=C1)C=C (2-Ethyl-2-(4-vinylbenzyloxy)methyl-3-ethoxycarbonyloxypropanol). Starting materials: O, CCOC(=O)C(C)(C)Oc1ccc(C(C)O)cc1, Cc1ccc(S(=O)(=O)Cl)cc1, c1ccncc1. Yields the product C=Cc1ccc(OC(C)(C)C(=O)OCC)cc1. As a reaction SMILES: [OH2:36].[OH:1][CH:2]([CH3:3])[c:4]1[cH:5][cH:6][c:7]([O:8][C:9]([C:10](=[O:11])[O:12][CH2:13][CH3:14])([CH3:15])[CH3:16])[cH:17][cH:18]1.[c:19]1([CH3:20])[cH:21][cH:22][c:23]([S:24]([Cl:25])(=[O:26])=[O:27])[cH:28][cH:29]1.[cH:30]1[cH:31][cH:32][n:33][cH:34][cH:35]1>>[CH:2](=[CH2:3])[c:4]1[cH:5][cH:6][c:7]([O:8][C:9]([C:10](=[O:11])[O:12][CH2:13][CH3:14])([CH3:15])[CH3:16])[cH:17][cH:18]1.